Dataset: the Open Reaction Database (ORD), a public repository of structured organic reaction records. Task: describe an organic reaction: reactants, conditions, products, and yield Reactants: CCS(=O)(=O)N1CCC(c2c[nH]c3c(C(N)=O)cc(Br)cc23)CC1, CCOCCNCc1ccc(B(O)O)s1, [K+], [K+], O=C([O-])[O-], c1ccc(P(c2ccccc2)(c2ccccc2)[Pd](P(c2ccccc2)(c2ccccc2)c2ccccc2)(P(c2ccccc2)(c2ccccc2)c2ccccc2)P(c2ccccc2)(c2ccccc2)c2ccccc2)cc1. The product is CCOCCNCc1ccc(-c2cc(C(N)=O)c3[nH]cc(C4CCN(S(=O)(=O)CC)CC4)c3c2)s1. Reaction SMILES: [Br:16][c:17]1[cH:18][c:19]2[c:20]([CH:29]3[CH2:30][CH2:31][N:32]([S:35](=[O:36])(=[O:37])[CH2:38][CH3:39])[CH2:33][CH2:34]3)[cH:21][nH:22][c:23]2[c:24]([C:26](=[O:27])[NH2:28])[cH:25]1.[CH2:1]([CH3:2])[O:3][CH2:4][CH2:5][NH:6][CH2:7][c:8]1[cH:9][cH:10][c:11]([B:13]([OH:14])[OH:15])[s:12]1.[K+:40].[K+:41].[O-:42][C:43]([O-:44])=[O:45].[cH:46]1[cH:47][cH:48][c:49]([P:50]([Pd:51]([P:52]([c:53]2[cH:54][cH:55][cH:56][cH:57][cH:58]2)([c:59]2[cH:60][cH:61][cH:62][cH:63][cH:64]2)[c:65]2[cH:66][cH:67][cH:68][cH:69][cH:70]2)([P:71]([c:72]2[cH:73][cH:74][cH:75][cH:76][cH:77]2)([c:78]2[cH:79][cH:80][cH:81][cH:82][cH:83]2)[c:84]2[cH:85][cH:86][cH:87][cH:88][cH:89]2)[P:90]([c:91]2[cH:92][cH:93][cH:94][cH:95][cH:96]2)([c:97]2[cH:98][cH:99][cH:100][cH:101][cH:102]2)[c:103]2[cH:104][cH:105][cH:106][cH:107][cH:108]2)([c:109]2[cH:110][cH:111][cH:112][cH:113][cH:114]2)[c:115]2[cH:116][cH:117][cH:118][cH:119][cH:120]2)[cH:121][cH:122]1>>[CH2:1]([CH3:2])[O:3][CH2:4][CH2:5][NH:6][CH2:7][c:8]1[cH:9][cH:10][c:11](-[c:17]2[cH:18][c:19]3[c:20]([CH:29]4[CH2:30][CH2:31][N:32]([S:35](=[O:36])(=[O:37])[CH2:38][CH3:39])[CH2:33][CH2:34]4)[cH:21][nH:22][c:23]3[c:24]([C:26](=[O:27])[NH2:28])[cH:25]2)[s:12]1. Reactants: FC=1C=C(C(=C(C=O)C1)OC)Cl (5-Fluoro-2-methoxy-3-chlorobenzaldehyde), C[Mg]Br (methylmagnesium bromide). The solvent is C(C)OCC (diethyl ether), CCOCC (ether). Run at temperature 0 celsius, time 30 minute. Product: FC=1C=C(C(=C(C1)C(C)O)OC)Cl (1-(5-Fluoro-2-methoxy-3-chlorophenyl)ethanol). The yield is 98.0%. Reaction SMILES: [F:1][C:2]1[CH:3]=[C:4]([Cl:12])[C:5]([O:10][CH3:11])=[C:6]([CH:9]=1)[CH:7]=[O:8].[CH3:13][Mg]Br>C(OCC)C>[F:1][C:2]1[CH:3]=[C:4]([Cl:12])[C:5]([O:10][CH3:11])=[C:6]([CH:7]([OH:8])[CH3:13])[CH:9]=1. Reported procedure: To a stirred solution of 5-Fluoro-2-methoxy-3-chlorobenzaldehyde (2.0 g, 11.0 mmol) in dry diethyl ether (40 mL) at 0° C. was added methylmagnesium bromide of 3.0 M in ether (8.8 mL, 27.12 mmol). The reaction mixture was brought to room temperature and was stirred for 30 min. then refluxed for 3 hours. It was then cooled to 0° C. and quenched by adding saturated aqueous NH4Cl. The two liquid layers were separated. The aqueous layer was extracted with ether. The combined organic layers were washe... The reactants are Cc1cc(C)cc(C(=O)O)c1, Cc1cccc(-c2sc(C)nc2C(=O)N2CC3CC3C2CN)c1. RXN SMILES: [CH3:24][c:25]1[cH:26][c:27]([C:28](=[O:29])[OH:30])[cH:31][c:32]([CH3:34])[cH:33]1.[NH2:1][CH2:2][CH:3]1[CH:4]2[CH2:5][CH:6]2[CH2:7][N:8]1[C:9](=[O:10])[c:11]1[n:12][c:13]([CH3:23])[s:14][c:15]1-[c:16]1[cH:17][c:18]([CH3:22])[cH:19][cH:20][cH:21]1>>[NH:1]([CH2:2][CH:3]1[CH:4]2[CH2:5][CH:6]2[CH2:7][N:8]1[C:9](=[O:10])[c:11]1[n:12][c:13]([CH3:23])[s:14][c:15]1-[c:16]1[cH:17][c:18]([CH3:22])[cH:19][cH:20][cH:21]1)[C:28]([c:27]1[cH:26][c:25]([CH3:24])[cH:33][c:32]([CH3:34])[cH:31]1)=[O:29]. Yields the product Cc1cc(C)cc(C(=O)NCC2C3CC3CN2C(=O)c2nc(C)sc2-c2cccc(C)c2)c1. Starting materials: [Br-].FC1=CC=C(C=C1)C1=C(C=[N+](C=C1)C)C(=O)OC (4-(4'-Fluorophenyl)-3-methoxycarbonyl-1-methylpyridinium bromide). Reagents/catalysts: [Pt]=O (platinum oxide). Solvent: C(C)O (ethanol). Yields the product FC1=CC=C(C=C1)[C@@H]1[C@@H](CN(CC1)C)C(=O)OC ((±)-cis-4-(4'-Fluorophenyl)-3-methoxycarbonyl-1-methyl-piperidine). Yield: 98.8%. Reaction SMILES: [Br-].[F:2][C:3]1[CH:8]=[CH:7][C:6]([C:9]2[CH:14]=[CH:13][N+:12]([CH3:15])=[CH:11][C:10]=2[C:16]([O:18][CH3:19])=[O:17])=[CH:5][CH:4]=1>C(O)C.[Pt]=O>[F:2][C:3]1[CH:8]=[CH:7][C:6]([C@H:9]2[CH2:14][CH2:13][N:12]([CH3:15])[CH2:11][C@H:10]2[C:16]([O:18][CH3:19])=[O:17])=[CH:5][CH:4]=1 |f:0.1|. Procedure: 4-(4'-Fluorophenyl)-3-methoxycarbonyl-1-methylpyridinium bromide (15.90 g), prepared as in Example 1, in ethanol (250 ml) was hydrogenated at atmospheric pressure and 45° for 24 hours, in the presence of platinum oxide (0.5 g). Evaporation of the filtrate after removing the catalyst gave a dark oil which was partitioned between 10% sodium carbonate solution (100 ml) and dichloromethane (30 ml). After separation, the aqueous phase was extracted with dichloromethane (3×20 ml) and the organic solut... The reactants are C[Si](C)(C)[N-][Si](C)(C)C, COCC#Cc1cc(Cl)c(N)c2c1OCO2, Clc1ncnc2cc(OCCCN3CCOCC3)cc(OC3CCOCC3)c12, [Na+], C1CCOC1, CN(C)C=O. Product: COCC#Cc1cc(Cl)c(Nc2ncnc3cc(OCCCN4CCOCC4)cc(OC4CCOCC4)c23)c2c1OCO2. RXN SMILES: [CH3:1][Si:2]([N-:3][Si:4]([CH3:5])([CH3:6])[CH3:7])([CH3:8])[CH3:9].[Cl:16][c:17]1[c:18]([NH2:31])[c:19]2[c:20]([c:24]([C:26]#[C:27][CH2:28][O:29][CH3:30])[cH:25]1)[O:21][CH2:22][O:23]2.[Cl:32][c:33]1[n:34][cH:35][n:36][c:37]2[cH:38][c:39]([O:50][CH2:51][CH2:52][CH2:53][N:54]3[CH2:55][CH2:56][O:57][CH2:58][CH2:59]3)[cH:40][c:41]([O:43][CH:44]3[CH2:45][CH2:46][O:47][CH2:48][CH2:49]3)[c:42]12.[Na+:10].[O:11]1[CH2:12][CH2:13][CH2:14][CH2:15]1.[O:60]=[CH:61][N:62]([CH3:63])[CH3:64]>>[Cl:16][c:17]1[c:18]([NH:31][c:33]2[n:34][cH:35][n:36][c:37]3[cH:38][c:39]([O:50][CH2:51][CH2:52][CH2:53][N:54]4[CH2:55][CH2:56][O:57][CH2:58][CH2:59]4)[cH:40][c:41]([O:43][CH:44]4[CH2:45][CH2:46][O:47][CH2:48][CH2:49]4)[c:42]23)[c:19]2[c:20]([c:24]([C:26]#[C:27][CH2:28][O:29][CH3:30])[cH:25]1)[O:21][CH2:22][O:23]2. Starting materials: 104c, BrCCCCCl (1-bromo-4-chlorobutane), [Li+].CC(C)[N-]C(C)C (LDA), C1(CCC1)C(=O)OCC (ethyl 1-cyclobutanecarboxylate). Run at temperature 0 celsius. Product: ClCCCCC1(CCC1)C(=O)OCC (Ethyl 1-(4-chlorobutyl)-1-cyclobutanecarboxylate). Reaction SMILES: [Li+].CC([N-]C(C)C)C.[CH:9]1([C:13]([O:15][CH2:16][CH3:17])=[O:14])[CH2:12][CH2:11][CH2:10]1.Br[CH2:19][CH2:20][CH2:21][CH2:22][Cl:23]>>[Cl:23][CH2:22][CH2:21][CH2:20][CH2:19][C:9]1([C:13]([O:15][CH2:16][CH3:17])=[O:14])[CH2:12][CH2:11][CH2:10]1 |f:0.1|. Procedure: Compound 104b was prepared, likewise the procedure described for 104c, starting from LDA (prepared from BuLi (2.5M in hexanes, 52.8 mL, 132 mmol) and iPr2NH (18.52 mL, 132 mmol, distilled from NaOH)), ethyl 1-cyclobutanecarboxylate (Török, B. et al. J. Chem. Soc. Perkin Trans. 1, 1993, 7, 801-804) (14.05 g, 110 mmol) (the resulting mixture was allowed to warm to 0° C. and cooled again to −60° C.) and 1-bromo-4-chlorobutane (19.1 mL, 165 mmol) to give, after purification by fractional distillatio... The reactants are COC(=O)C(CC(C)C)NCc1ccc(Br)cc1, CO, Cl, [Li+], [OH-]. The product is CC(C)CC(NCc1ccc(Br)cc1)C(=O)O. RXN SMILES: [Br:1][c:2]1[cH:3][cH:4][c:5]([CH2:6][NH:7][CH:8]([C:9](=[O:10])[O:11][CH3:12])[CH2:13][CH:14]([CH3:15])[CH3:16])[cH:17][cH:18]1.[CH3:22][OH:23].[ClH:21].[Li+:20].[OH-:19]>>[Br:1][c:2]1[cH:3][cH:4][c:5]([CH2:6][NH:7][CH:8]([C:9](=[O:10])[OH:11])[CH2:13][CH:14]([CH3:15])[CH3:16])[cH:17][cH:18]1.